From a dataset of the Open Reaction Database (ORD), a public repository of structured organic reaction records. describe an organic reaction: reactants, conditions, products, and yield The product is COC=1C=C(C=O)C=CC1OCC1=CC2=CC=CC=C2C=C1 (3-methoxy-4-(naphth-2-ylmethoxy)benzaldehyde). Procedure: 2-(Bromomethyl)naphthalene (1.3 g, 5.9 mmol) was added to a suspension of vanillin (0.60 g, 3.9 mmol) and potassium carbonate (1.6 g, 12 mmol) in acetone (10 mL) and treated according to Procedure 3. The crude product was recrystallised from EtOAc/petrol providing 3-methoxy-4-(naphth-2-ylmethoxy)benzaldehyde (0.87 g, 75%) as a colourless crystalline solid; mp 107-108° C.; δH (400 MHz, CDCl3) 3.97 (s, 3H, OCH3), 5.41 (s, 2H, OCH2), 7.38 (m, 1H, Naphth-H), 7.44 (d, J2,6=1.6 Hz, 1H, H2), 7.48-7.50 ... Starting materials: BrCC1=CC2=CC=CC=C2C=C1 (2-(Bromomethyl)naphthalene), O=CC1=CC(OC)=C(O)C=C1 (vanillin), C([O-])([O-])=O.[K+].[K+] (potassium carbonate). Isolated yield 76.3%. Run in CC(=O)C (acetone). Reaction SMILES: Br[CH2:2][C:3]1[CH:12]=[CH:11][C:10]2[C:5](=[CH:6][CH:7]=[CH:8][CH:9]=2)[CH:4]=1.[O:13]=[CH:14][C:15]1[CH:23]=[CH:22][C:20]([OH:21])=[C:17]([O:18][CH3:19])[CH:16]=1.C(=O)([O-])[O-].[K+].[K+]>CC(C)=O>[CH3:19][O:18][C:17]1[CH:16]=[C:15]([CH:23]=[CH:22][C:20]=1[O:21][CH2:2][C:3]1[CH:12]=[CH:11][C:10]2[C:5](=[CH:6][CH:7]=[CH:8][CH:9]=2)[CH:4]=1)[CH:14]=[O:13] |f:2.3.4|. The reactants are BrC(Br)(Br)Br, C1CCOC1, c1ccc(P(c2ccccc2)c2ccccc2)cc1, OCC=Cc1cccc(NC(c2ccccc2)(c2ccccc2)c2ccccc2)c1. The product is BrCC=Cc1cccc(NC(c2ccccc2)(c2ccccc2)c2ccccc2)c1. Reaction SMILES: [C:50]([Br:51])([Br:52])([Br:53])[Br:54].[O:55]1[CH2:56][CH2:57][CH2:58][CH2:59]1.[c:1]1([P:2]([c:3]2[cH:4][cH:5][cH:6][cH:7][cH:8]2)[c:9]2[cH:10][cH:11][cH:12][cH:13][cH:14]2)[cH:15][cH:16][cH:17][cH:18][cH:19]1.[c:20]1([C:26]([c:27]2[cH:28][cH:29][cH:30][cH:31][cH:32]2)([c:33]2[cH:34][cH:35][cH:36][cH:37][cH:38]2)[NH:39][c:40]2[cH:41][c:42]([CH:46]=[CH:47][CH2:48][OH:49])[cH:43][cH:44][cH:45]2)[cH:21][cH:22][cH:23][cH:24][cH:25]1>>[c:20]1([C:26]([c:27]2[cH:28][cH:29][cH:30][cH:31][cH:32]2)([c:33]2[cH:34][cH:35][cH:36][cH:37][cH:38]2)[NH:39][c:40]2[cH:41][c:42]([CH:46]=[CH:47][CH2:48][Br:51])[cH:43][cH:44][cH:45]2)[cH:21][cH:22][cH:23][cH:24][cH:25]1. Reaction SMILES: [B:55]([F:56])([F:57])[F:58].[C:20]([CH3:21])(=[O:22])[O:23][CH:24]1[CH:25]([O:26][C:27](=[NH:28])[C:29]([Cl:30])([Cl:31])[Cl:32])[O:33][CH:34]([CH2:45][O:46][C:47]([CH3:48])=[O:49])[CH:35]([O:41][C:42]([CH3:43])=[O:44])[CH:36]1[O:37][C:38]([CH3:39])=[O:40].[CH2:50]([O:51][CH2:52][CH3:53])[CH3:54].[Cl:59][CH2:60][Cl:61].[OH:1][c:2]1[cH:3][cH:4][cH:5][c:6]2[c:7]1[c:8]([CH2:11][CH2:12][c:13]1[cH:14][cH:15][c:16]([CH3:19])[cH:17][cH:18]1)[cH:9][o:10]2>>[O:1]([c:2]1[cH:3][cH:4][cH:5][c:6]2[c:7]1[c:8]([CH2:11][CH2:12][c:13]1[cH:14][cH:15][c:16]([CH3:19])[cH:17][cH:18]1)[cH:9][o:10]2)[CH:25]1[CH:24]([O:23][C:20]([CH3:21])=[O:22])[CH:36]([O:37][C:38]([CH3:39])=[O:40])[CH:35]([O:41][C:42]([CH3:43])=[O:44])[CH:34]([CH2:45][O:46][C:47]([CH3:48])=[O:49])[O:33]1. Starting materials: FB(F)F, CC(=O)OCC1OC(OC(=N)C(Cl)(Cl)Cl)C(OC(C)=O)C(OC(C)=O)C1OC(C)=O, CCOCC, ClCCl, Cc1ccc(CCc2coc3cccc(O)c23)cc1. The product is CC(=O)OCC1OC(Oc2cccc3occ(CCc4ccc(C)cc4)c23)C(OC(C)=O)C(OC(C)=O)C1OC(C)=O. Starting materials: C(Cl)(Cl)Cl (chloroform), BrBr (bromine), C(C1=CC=CC=C1)(=O)OOC(C1=CC=CC=C1)=O (benzoyl peroxide), ClC1=C(C(=O)OC)C=CC(=C1C)S(=O)(=O)C (methyl 2-chloro-4-methanesulfonyl-3-methylbenzoate). Run in C(Cl)(Cl)(Cl)Cl (carbon tetrachloride). Reaction conditions: time 30 minute. Yields the product BrCC=1C(=C(C(=O)OC)C=CC1S(=O)(=O)C)Cl (Methyl 3-bromomethyl-2-chloro-4-methanesulfonylbenzoate). Yield: 83.9%. RXN SMILES: [Cl:1][C:2]1[C:11]([CH3:12])=[C:10]([S:13]([CH3:16])(=[O:15])=[O:14])[CH:9]=[CH:8][C:3]=1[C:4]([O:6][CH3:7])=[O:5].[Br:17]Br.C(OOC(=O)C1C=CC=CC=1)(=O)C1C=CC=CC=1.C(Cl)(Cl)Cl>C(Cl)(Cl)(Cl)Cl>[Br:17][CH2:12][C:11]1[C:2]([Cl:1])=[C:3]([CH:8]=[CH:9][C:10]=1[S:13]([CH3:16])(=[O:15])=[O:14])[C:4]([O:6][CH3:7])=[O:5]. Reported procedure: 12.1 g of methyl 2-chloro-4-methanesulfonyl-3-methylbenzoate was dissolved in 250 ml of carbon tetrachloride, and the solution was refluxed under stirring. Then, 7.5 g of bromine and 1 g of benzoyl peroxide were gradually added thereto over a period of 30 minutes, and the solution was further refluxed for 4 hours under heating. After cooling, 200 ml of chloroform was added thereto, and the mixture was washed with a 5% sodium hydrogensulfite aqueous solution. The organic layer was separated and d... The reactants are FC1=C(C=CC=C1)N1CCNCC1 (1-(2-Fluorophenyl)piperazine), C(C)(=O)O[BH-](OC(C)=O)OC(C)=O.[Na+] (sodium triacetoxyborohydride), product, solution. Solvent: ClC(C)Cl (dichloroethane), ClC(C)Cl (dichloroethane), ClCCl (dichloromethane). Conditions: time 17 hour. Yields the product FC1=C(C=CC=C1)N1CCN(CC1)CC1=CC2=NC=CC=C2O1 (2-{[4-(2-fluorophenyl)-1-piperazinyl]methyl}furo[3,2-b]pyridine). RXN SMILES: [F:1][C:2]1[CH:7]=[CH:6][CH:5]=[CH:4][C:3]=1[N:8]1[CH2:13][CH2:12][NH:11][CH2:10][CH2:9]1.C(O[BH-](O[C:24](=[O:26])[CH3:25])OC(=O)C)(=O)C.[Na+]>ClC(Cl)C.ClCCl>[F:1][C:2]1[CH:7]=[CH:6][CH:5]=[CH:4][C:3]=1[N:8]1[CH2:13][CH2:12][N:11]([CH2:6][C:5]2[O:26][C:24]3[C:25](=[N:8][CH:3]=[CH:2][CH:7]=3)[CH:4]=2)[CH2:10][CH2:9]1 |f:1.2|. Reported procedure: 1-(2-Fluorophenyl)piperazine (0.18 g, 1.0 mmol) and sodium triacetoxyborohydride (0.32 g, 1.5 mmol) in dichloroethane (2 mL) were treated with the product from Example 35B (2 mL, 1.0 mmol) as a 0.5M solution in dichloroethane dropwise. The mixture was allowed to stir at room temperature for 17 hours. The mixture was diluted with dichloromethane (10 mL) and washed with 1N NaOH. The organic layer was dried over magnesium sulfate, filtered, and the filt0rate concentrated under reduced pressure. The... Starting materials: C=C(OCC)c1c(SC)nc(N)nc1-c1ccco1, C1CCOC1, Cl. Product: CSc1nc(N)nc(-c2ccco2)c1C(C)=O. As a reaction SMILES: [CH2:1]([CH3:2])[O:3][C:4](=[CH2:5])[c:6]1[c:7](-[c:15]2[o:16][cH:17][cH:18][cH:19]2)[n:8][c:9]([NH2:14])[n:10][c:11]1[S:12][CH3:13].[CH2:21]1[O:22][CH2:23][CH2:24][CH2:25]1.[ClH:20]>>[O:3]=[C:4]([CH3:5])[c:6]1[c:7](-[c:15]2[o:16][cH:17][cH:18][cH:19]2)[n:8][c:9]([NH2:14])[n:10][c:11]1[S:12][CH3:13]. Reactants: C1CCOC1, COS(=O)(=O)OC, CCOC(=O)c1c(C)cccc1O, CCOCC, [Li+], [OH-], O. Yields the product CCOC(=O)c1c(C)cccc1OC. As a reaction SMILES: [CH2:24]1[O:25][CH2:26][CH2:27][CH2:28]1.[CH3:17][O:18][S:19]([O:20][CH3:21])(=[O:22])=[O:23].[CH3:1][c:2]1[cH:3][cH:4][cH:5][c:6]([OH:13])[c:7]1[C:8](=[O:9])[O:10][CH2:11][CH3:12].[CH3:29][CH2:30][O:31][CH2:32][CH3:33].[Li+:16].[OH-:15].[OH2:14]>>[CH3:1][c:2]1[cH:3][cH:4][cH:5][c:6]([O:13][CH3:17])[c:7]1[C:8](=[O:9])[O:10][CH2:11][CH3:12].